Dataset: the Open Reaction Database (ORD), a public repository of structured organic reaction records. Task: describe an organic reaction: reactants, conditions, products, and yield Product: CC1(C2=C(C(C=3C4=CC=C(C=C4NC13)C#N)=O)C=CC(=C2)OC2CCN(CC2)C)C (6,6-Dimethyl-8-(1-methyl-piperidin-4-yloxy)-11-oxo-6,11-dihydro-5H-benzo[b]carbazole-3-carbonitrile). Procedure: Under the same conditions as the method for synthesizing Compound A7-1, the title compound was prepared from Compound A6 and 1-methylpiperidin-4-ol. RXN SMILES: [OH:1][C:2]1[CH:3]=[CH:4][C:5]2[C:17](=[O:18])[C:16]3[C:15]4[C:10](=[CH:11][C:12]([C:19]#[N:20])=[CH:13][CH:14]=4)[NH:9][C:8]=3[C:7]([CH3:22])([CH3:21])[C:6]=2[CH:23]=1.[CH3:24][N:25]1[CH2:30][CH2:29][CH:28](O)[CH2:27][CH2:26]1>>[CH3:22][C:7]1([CH3:21])[C:8]2[NH:9][C:10]3[C:15](=[CH:14][CH:13]=[C:12]([C:19]#[N:20])[CH:11]=3)[C:16]=2[C:17](=[O:18])[C:5]2[CH:4]=[CH:3][C:2]([O:1][CH:28]3[CH2:29][CH2:30][N:25]([CH3:24])[CH2:26][CH2:27]3)=[CH:23][C:6]1=2. Reactants: OC=1C=CC2=C(C(C=3NC4=CC(=CC=C4C3C2=O)C#N)(C)C)C1 (8-Hydroxy-6,6-dimethyl-11-oxo-6,11-dihydro-5H-benzo[b]carbazole-3-carbonitrile), CN1CCC(CC1)O (1-methylpiperidin-4-ol). The reactants are ClC1=CC=C(C=O)C=C1 (4-chlorobenzaldehyde), CCC1=CC=C(C=C1)C(=O)C (4-ethylacetophenone). The product is ClC1=CC=C(C=C1)C=CC(=O)C1=CC=C(C=C1)CC (3-(4-chlorophenyl)-1-(4-ethylphenyl)prop-2-en-1-one). RXN SMILES: [Cl:1][C:2]1[CH:9]=[CH:8][C:5]([CH:6]=O)=[CH:4][CH:3]=1.[CH3:10][CH2:11][C:12]1[CH:17]=[CH:16][C:15]([C:18]([CH3:20])=[O:19])=[CH:14][CH:13]=1>>[Cl:1][C:2]1[CH:9]=[CH:8][C:5]([CH:6]=[CH:20][C:18]([C:15]2[CH:16]=[CH:17][C:12]([CH2:11][CH3:10])=[CH:13][CH:14]=2)=[O:19])=[CH:4][CH:3]=1. Procedure: By a procedure similar to that of example 1.59.1, starting from 4-chlorobenzaldehyde and 4-ethylacetophenone, 3-(4-chlorophenyl)-1-(4-ethylphenyl)prop-2-en-1-one was obtained as pale yellowish solid. Starting materials: CCN, COC(=O)C(C)Oc1cccc2ncnc(Nc3ccc4c(cnn4Cc4cccc(F)c4)c3)c12. Product: CCNC(=O)C(C)Oc1cccc2ncnc(Nc3ccc4c(cnn4Cc4cccc(F)c4)c3)c12. As a reaction SMILES: [CH3:36][CH2:37][NH2:38].[F:1][c:2]1[cH:3][c:4]([CH2:5][n:6]2[n:7][cH:8][c:9]3[cH:10][c:11]([NH:15][c:16]4[n:17][cH:18][n:19][c:20]5[cH:21][cH:22][cH:23][c:24]([O:26][CH:27]([C:28]([O:30][CH3:29])=[O:31])[CH3:32])[c:25]45)[cH:12][cH:13][c:14]23)[cH:33][cH:34][cH:35]1>>[F:1][c:2]1[cH:3][c:4]([CH2:5][n:6]2[n:7][cH:8][c:9]3[cH:10][c:11]([NH:15][c:16]4[n:17][cH:18][n:19][c:20]5[cH:21][cH:22][cH:23][c:24]([O:26][CH:27]([C:28](=[O:30])[NH:38][CH2:37][CH3:36])[CH3:32])[c:25]45)[cH:12][cH:13][c:14]23)[cH:33][cH:34][cH:35]1. Reactants: CN(C)C=O, CCOCC, COc1cc(C(C)=O)ccc1OCCCCl, [K+], [K+], c1ccc2c(N3CCNCC3)n[nH]c2c1, O=C([O-])[O-], O. Yields the product COc1cc(C(C)=O)ccc1OCCCN1CCN(c2n[nH]c3ccccc23)CC1. Reaction SMILES: [CH3:38][N:39]([CH3:40])[CH:41]=[O:42].[CH3:43][CH2:44][O:45][CH2:46][CH3:47].[Cl:22][CH2:23][CH2:24][CH2:25][O:26][c:27]1[c:28]([O:36][CH3:37])[cH:29][c:30]([C:33]([CH3:34])=[O:35])[cH:31][cH:32]1.[K+:16].[K+:17].[N:1]1([c:7]2[n:8][nH:9][c:10]3[cH:11][cH:12][cH:13][cH:14][c:15]23)[CH2:2][CH2:3][NH:4][CH2:5][CH2:6]1.[O-:18][C:19]([O-:20])=[O:21].[OH2:48]>>[N:1]1([c:7]2[n:8][nH:9][c:10]3[cH:11][cH:12][cH:13][cH:14][c:15]23)[CH2:2][CH2:3][N:4]([CH2:23][CH2:24][CH2:25][O:26][c:27]2[c:28]([O:36][CH3:37])[cH:29][c:30]([C:33]([CH3:34])=[O:35])[cH:31][cH:32]2)[CH2:5][CH2:6]1. Starting materials: O=C(C=CC=C(c1ccc(Cl)cc1)c1ccc(Cl)cc1)Oc1ccc([N+](=O)[O-])cc1, C1CCOC1, NCCCCc1cccnc1. Product: O=C(C=CC=C(c1ccc(Cl)cc1)c1ccc(Cl)cc1)NCCCCc1cccnc1. As a reaction SMILES: [N+:1]([c:2]1[cH:3][cH:4][c:5]([O:10][C:11](=[O:6])[CH:12]=[CH:13][CH:14]=[C:15]([c:16]2[cH:17][cH:18][c:19]([Cl:22])[cH:20][cH:21]2)[c:23]2[cH:24][cH:25][c:26]([Cl:29])[cH:27][cH:28]2)[cH:7][cH:8]1)([O-:9])=[O:30].[O:42]1[CH2:43][CH2:44][CH2:45][CH2:46]1.[n:31]1[cH:32][c:33]([CH2:37][CH2:38][CH2:39][CH2:40][NH2:41])[cH:34][cH:35][cH:36]1>>[O:10]=[C:11]([CH:12]=[CH:13][CH:14]=[C:15]([c:16]1[cH:17][cH:18][c:19]([Cl:22])[cH:20][cH:21]1)[c:23]1[cH:24][cH:25][c:26]([Cl:29])[cH:27][cH:28]1)[NH:41][CH2:40][CH2:39][CH2:38][CH2:37][c:33]1[cH:32][n:31][cH:36][cH:35][cH:34]1. Starting materials: O1C(=NC2=C1C=CC=C2)NCCNC(OC(C)(C)C)=O (tert-Butyl 2-(benzo[d]oxazol-2-ylamino)ethylcarbamate), Cl (HCl), Cl (HCl). Solvent: O1CCOCC1 (p-dioxane), O1CCOCC1 (1,4-dioxane). Reaction conditions: time 3 hour. Product: hydrochloride salt, O1C(=NC2=C1C=CC=C2)NCCN (N1-(benzo[d]oxazol-2-yl)ethane-1,2-diamine). Reaction SMILES: [O:1]1[C:5]2[CH:6]=[CH:7][CH:8]=[CH:9][C:4]=2[N:3]=[C:2]1[NH:10][CH2:11][CH2:12][NH:13]C(=O)OC(C)(C)C.Cl>O1CCOCC1>[O:1]1[C:5]2[CH:6]=[CH:7][CH:8]=[CH:9][C:4]=2[N:3]=[C:2]1[NH:10][CH2:11][CH2:12][NH2:13]. Procedure details: tert-Butyl 2-(benzo[d]oxazol-2-ylamino)ethylcarbamate (515.7 mg, 1.86 mmol) was dissolved in warm p-dioxane (6 mL) and was treated with 4N HCl in 1,4-dioxane (6 mL, 24.0 mmol). The resulting mixture was stirred for 3 h as a solid separated from the acidic solution. Then, additional 4N HCl (2 mL, 8.0 mmol) was added and the resulting mixture stirred for 1 h, then stored in the freezer overnight. The resulting solid was collected by filtration, washed with 1,4-dioxane, then dried in vacuum oven ov... Starting materials: [H-].C(C(C)C)[Al+]CC(C)C (diisobutyl aluminum hydride), [Si](C)(C)(C(C)(C)C)OCC1C(CC(C2C1OC(O2)(C)C)OC(C)OCC)=CC(=O)OCC (ethyl (2-(tert-butyldimethylsilyloxymethyl)-3,4-(dimethylmethylenedioxy)-5-(1-ethoxyethoxy) cyclohexylidene)acetate), S(O)(O)(=O)=O (sulfuric acid). Solvent: C1(=CC=CC=C1)C (toluene). Conditions: time 3 hour. Yields the product [Si](C)(C)(C(C)(C)C)OCC1C(CC(C2C1OC(O2)(C)C)OC(C)OCC)=C(C)O ((2-(tert-butyldimethylsilyloxymethyl)-3,4-(dimethylmethylenedioxy)-5-(1-ethoxyethoxy)cyclohexylidene) ethanol). As a reaction SMILES: [Si:1]([O:8][CH2:9][CH:10]1[CH:15]2[O:16][C:17]([CH3:20])([CH3:19])[O:18][CH:14]2[CH:13]([O:21][CH:22]([O:24][CH2:25][CH3:26])[CH3:23])[CH2:12][C:11]1=[CH:27][C:28](OCC)=O)([C:4]([CH3:7])([CH3:6])[CH3:5])([CH3:3])[CH3:2].[H-].C([Al+]CC(C)C)C(C)C.S(=O)(=O)(O)[OH:44]>C1(C)C=CC=CC=1>[Si:1]([O:8][CH2:9][CH:10]1[CH:15]2[O:16][C:17]([CH3:20])([CH3:19])[O:18][CH:14]2[CH:13]([O:21][CH:22]([O:24][CH2:25][CH3:26])[CH3:23])[CH2:12][C:11]1=[C:27]([OH:44])[CH3:28])([C:4]([CH3:6])([CH3:7])[CH3:5])([CH3:2])[CH3:3] |f:1.2|. Reported procedure: Two grams of ethyl (2-(tert-butyldimethylsilyloxymethyl)-3,4-(dimethylmethylenedioxy)-5-(1-ethoxyethoxy) cyclohexylidene)acetate were dissolved in 10 ml of dry toluene, and 4.7 ml of diisobutyl aluminum hydride (2N hexane solution, 9.4 mmol) was added at -78° C., followed by stirring the mixture for 3 hours. After stirring at 0° C. for 5 minutes, a 10% sulfuric acid aqueous solution was added gradually until the reaction mixture became white. The reaction mixture was extracted with diethyl ether...